This data is from the Open Reaction Database (ORD), a public repository of structured organic reaction records. The task is: describe an organic reaction: reactants, conditions, products, and yield Starting materials: BrC1=C(C=O)C=C(C=C1)C(F)(F)F (2-bromo-5-trifluoromethyl-benzaldehyde), COC(CC1=CC(=C(C=C1)F)B1OC(C(O1)(C)C)(C)C)=O ([4-fluoro-3-(4,4,5,5-tetramethyl-[1,3,2]dioxaborolan-2-yl)-phenyl]-acetic acid methyl ester). Product: COC(CC=1C=C(C(=CC1)F)C1=C(C=C(C=C1)C(F)(F)F)C=O)=O ((6-Fluoro-2′-formyl-4′-trifluoromethyl-biphenyl-3-yl)-acetic acid methyl ester). RXN SMILES: Br[C:2]1[CH:9]=[CH:8][C:7]([C:10]([F:13])([F:12])[F:11])=[CH:6][C:3]=1[CH:4]=[O:5].[CH3:14][O:15][C:16](=[O:34])[CH2:17][C:18]1[CH:23]=[CH:22][C:21]([F:24])=[C:20](B2OC(C)(C)C(C)(C)O2)[CH:19]=1>>[CH3:14][O:15][C:16](=[O:34])[CH2:17][C:18]1[CH:19]=[C:20]([C:2]2[CH:9]=[CH:8][C:7]([C:10]([F:13])([F:12])[F:11])=[CH:6][C:3]=2[CH:4]=[O:5])[C:21]([F:24])=[CH:22][CH:23]=1. Procedure details: Prepared according to the procedure described in Example 25, Step 3, using the following starting materials: 2-bromo-5-trifluoromethyl-benzaldehyde and [4-fluoro-3-(4,4,5,5-tetramethyl-[1,3,2]dioxaborolan-2-yl)-phenyl]-acetic acid methyl ester; the isolated product was further purified by preparative HPLC. Starting materials: Example 12 ( 1 ), Cl.CN1C(=C(C2=CC(=CC=C12)Cl)C1=C(C=CC=C1)Cl)CN (1-methyl-2-aminomethyl-3-o-chlorophenyl-5-chloroindole hydrochloride), C(=O)(OCC1=CC=CC=C1)NCC(=O)O (N-carbobenzoxy-glycine). Product: CN1C(=C(C2=CC(=CC=C12)Cl)C1=C(C=CC=C1)Cl)CNC(CNC(=O)OCC1=CC=CC=C1)=O (1-methyl-2-(N-carbobenzoxy-glycylaminomethyl)-3-o-chlorophenyl-5-chloroindole), crystals. RXN SMILES: Cl.[CH3:2][N:3]1[C:11]2[C:6](=[CH:7][C:8]([Cl:12])=[CH:9][CH:10]=2)[C:5]([C:13]2[CH:18]=[CH:17][CH:16]=[CH:15][C:14]=2[Cl:19])=[C:4]1[CH2:20][NH2:21].[C:22]([NH:32][CH2:33][C:34](O)=[O:35])([O:24][CH2:25][C:26]1[CH:31]=[CH:30][CH:29]=[CH:28][CH:27]=1)=[O:23]>>[CH3:2][N:3]1[C:11]2[C:6](=[CH:7][C:8]([Cl:12])=[CH:9][CH:10]=2)[C:5]([C:13]2[CH:18]=[CH:17][CH:16]=[CH:15][C:14]=2[Cl:19])=[C:4]1[CH2:20][NH:21][C:34](=[O:35])[CH2:33][NH:32][C:22]([O:24][CH2:25][C:26]1[CH:27]=[CH:28][CH:29]=[CH:30][CH:31]=1)=[O:23] |f:0.1|. Reported procedure: Using 1-methyl-2-aminomethyl-3-o-chlorophenyl-5-chloroindole hydrochloride and N-carbobenzoxy-glycine, the reaction is effected as in Example 12 (1), whereby 1-methyl-2-(N-carbobenzoxy-glycylaminomethyl)-3-o-chlorophenyl-5-chloroindole is obtained as crystals melting at 96° to 98° C. The reactants are C(C)(=O)C1=CC(=C(NS(=O)(=O)C)C=C1)SC1=C(C=CC=C1)C (4'-acetyl-2'-(2-methylthiophenoxy)methanesulfonanilide), OO (hydrogen peroxide), C(C)O (Ethanol). Solvent: C(C)(=O)O (acetic acid). Reaction conditions: temperature 70 celsius, time 2 hour. The product is C(C)(=O)C1=CC(=C(NS(=O)(=O)C)C=C1)OC1=C(C=CC=C1)S(=O)(=O)C (4'-acetyl-2'-(2-methylsulfonylphenoxy)methanesulfonanilide). RXN SMILES: [C:1]([C:4]1[CH:14]=[CH:13][C:7]([NH:8][S:9]([CH3:12])(=[O:11])=[O:10])=[C:6](SC2C=CC=CC=2C)[CH:5]=1)(=[O:3])[CH3:2].OO.[CH2:25]([OH:27])[CH3:26]>C(O)(=O)C>[C:1]([C:4]1[CH:14]=[CH:13][C:7]([NH:8][S:9]([CH3:12])(=[O:10])=[O:11])=[C:6]([O:27][C:25]2[CH:5]=[CH:4][CH:1]=[CH:2][C:26]=2[S:9]([CH3:12])(=[O:11])=[O:10])[CH:5]=1)(=[O:3])[CH3:2]. Procedure details: To a stirred solution of 4'-acetyl-2'-(2-methylthiophenoxy)methanesulfonanilide (1.2 g) in acetic acid (7 ml) was added dropwise 30% hydrogen peroxide (1 ml). The mixture was stirred for 2 hours at 70° C. and cooled to room temperature. Ethanol (10 ml) was added, and the precipitates were filtered and washed with ethanol to give colorless needles of 4'-acetyl-2'-(2-methylsulfonylphenoxy)methanesulfonanilide (1.1 g). Reactants: O=C(O)c1ccc(O)cc1Cl, O=C1CCC(=O)N1I, O, O=S(=O)(O)C(F)(F)F. Yields the product O=C(O)c1cc(I)c(O)cc1Cl. Reaction SMILES: [Cl:1][c:2]1[c:3]([C:4](=[O:5])[OH:6])[cH:7][cH:8][c:9]([OH:11])[cH:10]1.[I:12][N:13]1[C:14](=[O:15])[CH2:16][CH2:17][C:18]1=[O:19].[OH2:20].[OH:21][S:22]([C:23]([F:24])([F:25])[F:26])(=[O:27])=[O:28]>>[Cl:1][c:2]1[c:3]([C:4](=[O:5])[OH:6])[cH:7][c:8]([I:12])[c:9]([OH:11])[cH:10]1.